This data is from the Open Reaction Database (ORD), a public repository of structured organic reaction records. The task is: describe an organic reaction: reactants, conditions, products, and yield Reactants: Cl (HCl), NC1=C(C(=C(C=C1)NC(C(C1=CC=C(C2=CC=CC=C12)F)(F)F)=O)F)CCO (N-[4-amino-2-fluor-3-(2-hydroxyethyl)phenyl]-2,2-difluoro-2-(4-fluoronaphthyl) acetamide), C(C)(C)(C)ON=O (tert-butylnitrite). The reagents and catalysts are [Cu](Cl)Cl (copper(II) chloride). Solvent: C(C)#N (acetonitrile), C(C)#N (acetonitrile). Run at temperature 0 celsius, time 6 hour. Product: ClC1=C(C(=C(C=C1)NC(C(C1=CC=C(C2=CC=CC=C12)F)(F)F)=O)F)CCO (N-[4-Chloro-2-fluoro-3-(2-hydroxyethyl)phenyl]-2,2-difluoro-2-(4-fluoronaphthyl)acetamide). Yield: 56.0%. As a reaction SMILES: C(ON=O)(C)(C)C.N[C:9]1[CH:14]=[CH:13][C:12]([NH:15][C:16](=[O:31])[C:17]([F:30])([F:29])[C:18]2[C:27]3[C:22](=[CH:23][CH:24]=[CH:25][CH:26]=3)[C:21]([F:28])=[CH:20][CH:19]=2)=[C:11]([F:32])[C:10]=1[CH2:33][CH2:34][OH:35].[ClH:36]>C(#N)C.[Cu](Cl)Cl>[Cl:36][C:9]1[CH:14]=[CH:13][C:12]([NH:15][C:16](=[O:31])[C:17]([F:30])([F:29])[C:18]2[C:27]3[C:22](=[CH:23][CH:24]=[CH:25][CH:26]=3)[C:21]([F:28])=[CH:20][CH:19]=2)=[C:11]([F:32])[C:10]=1[CH2:33][CH2:34][OH:35]. Procedure details: To a flask charged with copper(II) chloride (1.84 g, 13.7 mmol) was added a solution of tert-butylnitrite (1.46 g, 12.8 mmol, 90%, Aldrich) in acetonitrile (35 mL) under argon atmosphere. The resulting green reaction mixture was cooled in an ice-bath to 0° C., and a solution of N-[4-amino-2-fluor-3-(2-hydroxyethyl)phenyl]-2,2-difluoro-2-(4-fluoronaphthyl) acetamide (3.58 g, 9.13 mmol), as prepared according to the procedure of the preceding step, in acetonitrile (60 mL) was added over a period o... Reactants: ClC1=NN2C(=NC3=C2CCCC3)C=C1 (2-chloro-6,7,8,9-tetrahydropyridazino[1,6-a]benzimidazole), N1CCCCC1 (piperidine), ice water. Product: N1(CCCCC1)C1=NN2C(=NC3=C2CCCC3)C=C1 (2-(1-piperidinyl)-6,7,8,9-tetrahydropyridazino[1,6-a]benzimidazole). RXN SMILES: Cl[C:2]1[CH:14]=[CH:13][C:5]2=[N:6][C:7]3[CH2:12][CH2:11][CH2:10][CH2:9][C:8]=3[N:4]2[N:3]=1.[NH:15]1[CH2:20][CH2:19][CH2:18][CH2:17][CH2:16]1>>[N:15]1([C:2]2[CH:14]=[CH:13][C:5]3=[N:6][C:7]4[CH2:12][CH2:11][CH2:10][CH2:9][C:8]=4[N:4]3[N:3]=2)[CH2:20][CH2:19][CH2:18][CH2:17][CH2:16]1. Procedure: A solution of 5.0 g of 2-chloro-6,7,8,9-tetrahydropyridazino[1,6-a]benzimidazole in 30 ml of piperidine was stirred and heated at reflux for 72 hours. The reaction mixture was poured into 200 ml of ice water and the tan solid which formed was separated by filtration and air dried. It was then recrystallized from a mixture of ethanol and water to give 2-(1-piperidinyl)-6,7,8,9-tetrahydropyridazino[1,6-a]benzimidazole melting at about 184°-185° C. Reactants: O=C([O-])[O-], CCO, ClCc1ccc2ccccc2n1, Cl, [K+], [K+], c1ccc(C(CCN2CCCNCC2)c2ccccc2)cc1. Product: c1ccc(C(CCN2CCCN(Cc3ccc4ccccc4n3)CC2)c2ccccc2)cc1. RXN SMILES: [C:36](=[O:37])([O-:38])[O-:39].[CH3:42][CH2:43][OH:44].[Cl:24][CH2:25][c:26]1[n:27][c:28]2[cH:29][cH:30][cH:31][cH:32][c:33]2[cH:34][cH:35]1.[ClH:23].[K+:40].[K+:41].[c:1]1([CH:7]([CH2:8][CH2:9][N:10]2[CH2:11][CH2:12][NH:13][CH2:14][CH2:15][CH2:16]2)[c:17]2[cH:18][cH:19][cH:20][cH:21][cH:22]2)[cH:2][cH:3][cH:4][cH:5][cH:6]1>>[c:1]1([CH:7]([CH2:8][CH2:9][N:10]2[CH2:11][CH2:12][N:13]([CH2:25][c:26]3[n:27][c:28]4[cH:29][cH:30][cH:31][cH:32][c:33]4[cH:34][cH:35]3)[CH2:14][CH2:15][CH2:16]2)[c:17]2[cH:18][cH:19][cH:20][cH:21][cH:22]2)[cH:2][cH:3][cH:4][cH:5][cH:6]1. The reactants are BrCCCOC=1C=C(C=CC1)C1=NOC2=C1SC=C2 (3-[3-(3-bromo-propoxy)-phenyl]-thieno[2,3-d]isoxazole), ClCCCOC=1C=C(C=CC1)C1=NOC2=C1SC=C2 (3-[3-(3-chloro-propoxy)-phenyl]-thieno[2,3-d]isoxazole), C1(=CC=CC=C1)N1CCNCC1 (1-phenylpiperazine), C([O-])([O-])=O.[K+].[K+] (potassium carbonate). The product is C1(=CC=CC=C1)N1CCN(CC1)CCCOC=1C=C(C=CC1)C1=NOC2=C1SC=C2 (3-{3-[3-(4-phenyl-piperazin-1-yl)-propoxy]-phenyl}-thieno[2,3-d]isoxazole). Isolated yield 94.0%. Reaction SMILES: Br[CH2:2][CH2:3][CH2:4][O:5][C:6]1[CH:7]=[C:8]([C:12]2[C:16]3[S:17][CH:18]=[CH:19][C:15]=3[O:14][N:13]=2)[CH:9]=[CH:10][CH:11]=1.ClCCCOC1C=C(C2C3SC=CC=3ON=2)C=CC=1.[C:39]1([N:45]2[CH2:50][CH2:49][NH:48][CH2:47][CH2:46]2)[CH:44]=[CH:43][CH:42]=[CH:41][CH:40]=1.C(=O)([O-])[O-].[K+].[K+]>>[C:39]1([N:45]2[CH2:50][CH2:49][N:48]([CH2:2][CH2:3][CH2:4][O:5][C:6]3[CH:7]=[C:8]([C:12]4[C:16]5[S:17][CH:18]=[CH:19][C:15]=5[O:14][N:13]=4)[CH:9]=[CH:10][CH:11]=3)[CH2:47][CH2:46]2)[CH:44]=[CH:43][CH:42]=[CH:41][CH:40]=1 |f:3.4.5|. Reported procedure: The title compound is prepared from a mixture of 3-[3-(3-bromo-propoxy)-phenyl]-thieno[2,3-d]isoxazole, 3-[3-(3-chloro-propoxy)-phenyl]-thieno[2,3-d]isoxazole, 1-phenylpiperazine and potassium carbonate essentially as described above in example 4 except that the column is eluted with a mixture of dichloromethane:methanol (98:2). Combine the appropriate fractions and concentrate to give the title compound (0.36 g, 94% Yield) as an oil. Combine the appropriate fractions and concentrate to give the...